This data is from the Open Reaction Database (ORD), a public repository of structured organic reaction records. The task is: describe an organic reaction: reactants, conditions, products, and yield Procedure details: A mixture of 20.4 g (0.134 mol) of 4-hydroxybenzoic acid methylester, 200 ml of dimethyl formamide, 40 g (0.160 mol) of 2-dodecyloxy ethylchloride (from 2-dodecyloxy ethanol and thionyl chloride) and 8.6 g (0.160 mol) of sodium methylate was heated for 7 hours to boiling temperature and, after cooling and removal of the sodium chloride by filtration, was evaporated to dryness. The residue was dissolved in methylene chloride and subjected to column chromatography (silica gel, Merck using methylen... Yields the product COC(C1=CC=C(C=C1)OCCOCCCCCCCCCCCC)=O (4-(2-dodecyloxyethoxy)-benzoic acid methylester). Run in CN(C=O)C (dimethyl formamide). Reaction SMILES: [CH3:1][O:2][C:3](=[O:11])[C:4]1[CH:9]=[CH:8][C:7]([OH:10])=[CH:6][CH:5]=1.[CH2:12]([O:24][CH2:25][CH2:26]Cl)[CH2:13][CH2:14][CH2:15][CH2:16][CH2:17][CH2:18][CH2:19][CH2:20][CH2:21][CH2:22][CH3:23].C[O-].[Na+]>CN(C)C=O>[CH3:1][O:2][C:3](=[O:11])[C:4]1[CH:9]=[CH:8][C:7]([O:10][CH2:26][CH2:25][O:24][CH2:12][CH2:13][CH2:14][CH2:15][CH2:16][CH2:17][CH2:18][CH2:19][CH2:20][CH2:21][CH2:22][CH3:23])=[CH:6][CH:5]=1 |f:2.3|. Starting materials: COC(C1=CC=C(C=C1)O)=O (4-hydroxybenzoic acid methylester), C(CCCCCCCCCCC)OCCCl (2-dodecyloxy ethylchloride), C[O-].[Na+] (sodium methylate). The reactants are Cc1nnc(N2CCC(N)CC2)o1, CCN(C(C)C)C(C)C, CC(C)(O)c1cc(Cc2ccc(Cl)cc2)nc(Cl)n1, C1COCCO1, O. The product is Cc1nnc(N2CCC(Nc3nc(Cc4ccc(Cl)cc4)cc(C(C)(C)O)n3)CC2)o1. As a reaction SMILES: [CH3:1][c:2]1[n:3][n:4][c:5]([N:7]2[CH2:8][CH2:9][CH:10]([NH2:13])[CH2:11][CH2:12]2)[o:6]1.[CH:33]([N:34]([CH2:35][CH3:36])[CH:37]([CH3:38])[CH3:39])([CH3:40])[CH3:41].[Cl:14][c:15]1[n:16][c:17]([CH2:25][c:26]2[cH:27][cH:28][c:29]([Cl:32])[cH:30][cH:31]2)[cH:18][c:19]([C:21]([CH3:22])([CH3:23])[OH:24])[n:20]1.[O:42]1[CH2:43][CH2:44][O:45][CH2:46][CH2:47]1.[OH2:48]>>[CH3:1][c:2]1[n:3][n:4][c:5]([N:7]2[CH2:8][CH2:9][CH:10]([NH:13][c:15]3[n:16][c:17]([CH2:25][c:26]4[cH:27][cH:28][c:29]([Cl:32])[cH:30][cH:31]4)[cH:18][c:19]([C:21]([CH3:22])([CH3:23])[OH:24])[n:20]3)[CH2:11][CH2:12]2)[o:6]1. Starting materials: ClCC1=CC(=NO1)C (5-chloromethyl-3-methyl-isoxazole), C(C)N (ethylamine). Run in C1CCOC1 (THF). The product is C(C)NCC1=CC(=NO1)C (ethyl-(3-methyl-isoxazol-5-ylmethyl)-amine). Reaction SMILES: Cl[CH2:2][C:3]1[O:7][N:6]=[C:5]([CH3:8])[CH:4]=1.[CH2:9]([NH2:11])[CH3:10]>C1COCC1>[CH2:9]([NH:11][CH2:2][C:3]1[O:7][N:6]=[C:5]([CH3:8])[CH:4]=1)[CH3:10]. Reported procedure: prepared by reaction of 5-chloromethyl-3-methyl-isoxazole (Li W.-T. et al J. Med. Chem. 2003, 46, 9, 1706-1715) with 2M ethylamine in THF. Reactants: ClC1=C(C=C(C=C1)B1OC(C(O1)(C)C)(C)C)OC (2-(4-chloro-3-methoxy-phenyl)-4,4,5,5-tetramethyl-[1,3,2]dioxaborolane), ClC=1C=C(N=NC1)CN1C(=NC=C1)C (5-chloro-3-(2-methyl-imidazol-1-yl-methyl)-pyridazine). The product is Cl.ClC1=C(C=C(C=C1)C=1C=C(N=NC1)CN1C(=NC=C1)C)OC (5-(4-Chloro-3-methoxy-phenyl)-3-(2-methyl-imidazol-1-yl-methyl)-pyridazine hydrochloride). As a reaction SMILES: [Cl:1][C:2]1[CH:7]=[CH:6][C:5](B2OC(C)(C)C(C)(C)O2)=[CH:4][C:3]=1[O:17][CH3:18].Cl[C:20]1[CH:21]=[C:22]([CH2:26][N:27]2[CH:31]=[CH:30][N:29]=[C:28]2[CH3:32])[N:23]=[N:24][CH:25]=1>>[ClH:1].[Cl:1][C:2]1[CH:7]=[CH:6][C:5]([C:20]2[CH:21]=[C:22]([CH2:26][N:27]3[CH:31]=[CH:30][N:29]=[C:28]3[CH3:32])[N:23]=[N:24][CH:25]=2)=[CH:4][C:3]=1[O:17][CH3:18] |f:2.3|. Procedure details: The title compound, MS: m/e=315.3 (M+H+), was prepared from 2-(4-chloro-3-methoxy-phenyl)-4,4,5,5-tetramethyl-[1,3,2]dioxaborolane and 5-chloro-3-(2-methyl-imidazol-1-yl-methyl)-pyridazine. As a reaction SMILES: [C:2](#[N:3])[C:4]1([NH:7][C:8](=[O:9])[CH:10]2[NH:11][CH2:12][CH:13]([S:15](=[O:16])(=[O:17])[c:18]3[c:19]([Cl:24])[cH:20][cH:21][cH:22][cH:23]3)[CH2:14]2)[CH2:5][CH2:6]1.[Cl:25][C:26](=[O:27])[O:28][c:29]1[cH:30][cH:31][c:32]([F:35])[cH:33][cH:34]1.[ClH:1]>>[C:2](#[N:3])[C:4]1([NH:7][C:8](=[O:9])[CH:10]2[N:11]([C:26](=[O:27])[O:28][c:29]3[cH:30][cH:31][c:32]([F:35])[cH:33][cH:34]3)[CH2:12][CH:13]([S:15](=[O:16])(=[O:17])[c:18]3[c:19]([Cl:24])[cH:20][cH:21][cH:22][cH:23]3)[CH2:14]2)[CH2:5][CH2:6]1. The reactants are N#CC1(NC(=O)C2CC(S(=O)(=O)c3ccccc3Cl)CN2)CC1, O=C(Cl)Oc1ccc(F)cc1, Cl. Yields the product N#CC1(NC(=O)C2CC(S(=O)(=O)c3ccccc3Cl)CN2C(=O)Oc2ccc(F)cc2)CC1.